From a dataset of the Open Reaction Database (ORD), a public repository of structured organic reaction records. describe an organic reaction: reactants, conditions, products, and yield Starting materials: COC(C1=CC(=CC=C1)C=1N=NN(N1)CC1=CC=C(C=C1)OC)=O (3-[2-(4-Methoxy-benzyl)-2H-tetrazol-5-yl]-benzoic acid methyl ester), O.[OH-].[Li+] (lithium hydroxide monohydrate). Run in O1CCCC1 (tetrahydrofuran). Conditions: time 30 minute. The product is COC1=CC=C(CN2N=C(N=N2)C=2C=C(C(=O)O)C=CC2)C=C1 (3-[2-(4-Methoxy-benzyl)-2H-tetrazol-5-yl]-benzoic acid). Yield: 100.7%. RXN SMILES: C[O:2][C:3](=[O:24])[C:4]1[CH:9]=[CH:8][CH:7]=[C:6]([C:10]2[N:11]=[N:12][N:13]([CH2:15][C:16]3[CH:21]=[CH:20][C:19]([O:22][CH3:23])=[CH:18][CH:17]=3)[N:14]=2)[CH:5]=1.O.[OH-].[Li+]>O1CCCC1>[CH3:23][O:22][C:19]1[CH:18]=[CH:17][C:16]([CH2:15][N:13]2[N:12]=[N:11][C:10]([C:6]3[CH:5]=[C:4]([CH:9]=[CH:8][CH:7]=3)[C:3]([OH:24])=[O:2])=[N:14]2)=[CH:21][CH:20]=1 |f:1.2.3|. Procedure details: The ester prepared in Step (b) (10.4 g, 0.032 mol) was suspended in aqueous tetrahydrofuran (20 mL, 1:1) followed by the addition of lithium hydroxide monohydrate (4 g, 0.096 mol) in one portion. Dissolution occurred after stirring at room temperature for 30 minute. The solution was stirred for an additional 16 hours. The THF was concentrated in vacuo and the aqueous solution was acidified to pH=1 using concentrated HCl. The resulting precipitate was collected by filtration and recrystallized fr... Reactants: C(#N)C1=C(OC=2C=C(C=CC2)O)C=C(C(=C1)F)N1C(N(C(=CC1=O)C(F)(F)F)C)=O (3-{2-cyano-4-fluoro-5-[3-methyl-2,6-dioxo-4-(trifluoromethyl)-1,2,3,6-tetrahydropyrimidin-1-yl]phenoxy}phenol), O (water), C([O-])([O-])=O.[K+].[K+] (potassium carbonate), BrC(C(=O)OC)C (methyl 2-bromopropionate). Solvent: CN(C=O)C (N,N-dimethylformamide). Product: C(#N)C1=C(OC=2C=C(OC(C(=O)OC)C)C=CC2)C=C(C(=C1)F)N1C(N(C(=CC1=O)C(F)(F)F)C)=O (methyl 2-[3-{2-cyano-4-fluoro-5-[3-methyl-2,6-dioxo-4-(trifluoromethyl)-1,2,3,6-tetrahydropyrimidin-1-yl]phenoxy}phenoxy]propionate). The yield is 92.3%. As a reaction SMILES: [C:1]([C:3]1[CH:16]=[C:15]([F:17])[C:14]([N:18]2[C:23](=[O:24])[CH:22]=[C:21]([C:25]([F:28])([F:27])[F:26])[N:20]([CH3:29])[C:19]2=[O:30])=[CH:13][C:4]=1[O:5][C:6]1[CH:7]=[C:8]([OH:12])[CH:9]=[CH:10][CH:11]=1)#[N:2].C(=O)([O-])[O-].[K+].[K+].Br[CH:38]([CH3:43])[C:39]([O:41][CH3:42])=[O:40].O>CN(C)C=O>[C:1]([C:3]1[CH:16]=[C:15]([F:17])[C:14]([N:18]2[C:23](=[O:24])[CH:22]=[C:21]([C:25]([F:27])([F:28])[F:26])[N:20]([CH3:29])[C:19]2=[O:30])=[CH:13][C:4]=1[O:5][C:6]1[CH:7]=[C:8]([CH:9]=[CH:10][CH:11]=1)[O:12][CH:38]([CH3:43])[C:39]([O:41][CH3:42])=[O:40])#[N:2] |f:1.2.3|. Procedure details: 72 mg of 3-{2-cyano-4-fluoro-5-[3-methyl-2,6-dioxo-4-(trifluoromethyl)-1,2,3,6-tetrahydropyrimidin-1-yl]phenoxy}phenol (described later, produced in Intermediate Production Example 9) was dissolved in 1.0 ml of N,N-dimethylformamide, and to this was added 31 mg of anhydrous potassium carbonate, and 31 mg of methyl 2-bromopropionate was added with stirring at room temperature, then, the mixtures was stirred for 1 hours at 70° C. The reaction solution was cooled to room temperature, then, the reac... The reactants are S1C(=CC=C1)C1(CCOCC1)C(=O)Cl (4-(2-thienyl)tetrahydropyran-4-carbonyl chloride), O.NN (hydrazine monohydrate). The solvent is C1CCOC1 (THF), C1CCOC1 (THF). Product: S1C(=CC=C1)C1(CCOCC1)C(=O)NN (4-(2-thienyl)tetrahydropyran-4-carbohydrazide). As a reaction SMILES: [S:1]1[CH:5]=[CH:4][CH:3]=[C:2]1[C:6]1([C:12](Cl)=[O:13])[CH2:11][CH2:10][O:9][CH2:8][CH2:7]1.O.[NH2:16][NH2:17]>C1COCC1>[S:1]1[CH:5]=[CH:4][CH:3]=[C:2]1[C:6]1([C:12]([NH:16][NH2:17])=[O:13])[CH2:11][CH2:10][O:9][CH2:8][CH2:7]1 |f:1.2|. Reported procedure: 4-(2-Thienyl)tetrahydropyran-4-carboxylic acid was reacted with thionyl chloride and a catalytic amount of DMF in methylene chloride under heating to obtain 4-(2-thienyl)tetrahydropyran-4-carbonyl chloride. A THF solution of 4-(2-thienyl)tetrahydropyran-4-carbonyl chloride was added dropwise to a THF solution of hydrazine monohydrate and the whole was reacted at 0° C. to obtain 4-(2-thienyl)tetrahydropyran-4-carbohydrazide. The reactants are C12(CC3CC(CC(C1)C3)C2)C=2OC[C@H](N2)C2=C(C=CC=C2)P(=S)(C2=CC=CC=C2)C2=CC=CC=C2 (2-adamantan-1-yl-(4R)-[2-(diphenyl-phosphinothioyl)-phenyl]-4,5-dihydro-oxazole), C25H39NOPS. The solvent is C(Cl)(Cl)Cl (CHCl3). Product: C(C)(C)(C)C=1OC[C@H](N1)C1=C(C=CC=C1)P(=S)(C1CCCCC1)C1CCCCC1 (2-tert-Butyl-(4R)-[2-(dicyclohexyl-phosphinothioyl)-phenyl]-4,5-dihydro-oxazole). Reaction SMILES: [C:1]12([C:11]3[O:12][CH2:13][C@@H:14]([C:16]4[CH:21]=[CH:20][CH:19]=[CH:18][C:17]=4[P:22]([C:30]4[CH:35]=[CH:34][CH:33]=[CH:32][CH:31]=4)([C:24]4[CH:29]=[CH:28][CH:27]=[CH:26][CH:25]=4)=[S:23])[N:15]=3)[CH2:10]C3CC(CC(C3)[CH2:2]1)[CH2:8]2>C(Cl)(Cl)Cl>[C:1]([C:11]1[O:12][CH2:13][C@@H:14]([C:16]2[CH:21]=[CH:20][CH:19]=[CH:18][C:17]=2[P:22]([CH:24]2[CH2:29][CH2:28][CH2:27][CH2:26][CH2:25]2)([CH:30]2[CH2:31][CH2:32][CH2:33][CH2:34][CH2:35]2)=[S:23])[N:15]=1)([CH3:10])([CH3:2])[CH3:8]. Procedure details: This compound was produced by the same method used for 4d as a colorless oil (52%). [α]20D=−78.0 (c=0.50, CHCl3); 1H NMR (CDCl3, 300 MHz) 6 7.54-7.49 (m, 2H), 7.37-7.31 (m, 2H), 6.53 (m, 1H), 4.94 (t, J=9.5 Hz, 1H), 3.92 (t, J=8.0 Hz, 1H), 2.54 (m, 1H), 2.31 (m, 1H), 2.09 (m, 1H), 1.91-1.13 (m, 19H), 1.34 (s, 9H); 13C NMR (CDCl3, 75 MHz) δ 175.7, 149.2, 131.7 (d, J=2.6 Hz), 131.3, 128.6 (d, J=9.0 Hz), 126.3 (d, J=10.5 Hz), 125.0 (d, J=63.8 Hz), 76.2, 66.5 (d, J=3.7 Hz), 41.2 (d, J=48.2 Hz), 36.5... Starting materials: O=C([O-])[O-], COc1ccc(CN(Cc2ccc(OC)cc2)c2nc(C)nc(-c3cc(O)cnc3F)n2)cc1, O=C([O-])C(F)(F)Cl, [Cs+], [Cs+], [Na+], CN(C)C=O. Product: COc1ccc(CN(Cc2ccc(OC)cc2)c2nc(C)nc(-c3cc(OC(F)F)cnc3F)n2)cc1. As a reaction SMILES: [C:43](=[O:44])([O-:45])[O-:46].[CH3:1][O:2][c:3]1[cH:4][cH:5][c:6]([CH2:7][N:8]([c:9]2[n:10][c:11](-[c:16]3[cH:17][c:18]([OH:23])[cH:19][n:20][c:21]3[F:22])[n:12][c:13]([CH3:15])[n:14]2)[CH2:24][c:25]2[cH:26][cH:27][c:28]([O:31][CH3:32])[cH:29][cH:30]2)[cH:33][cH:34]1.[Cl:35][C:36]([C:37]([O-:38])=[O:39])([F:40])[F:41].[Cs+:47].[Cs+:48].[Na+:42].[O:49]=[CH:50][N:51]([CH3:52])[CH3:53]>>[CH3:1][O:2][c:3]1[cH:4][cH:5][c:6]([CH2:7][N:8]([c:9]2[n:10][c:11](-[c:16]3[cH:17][c:18]([O:23][CH:36]([F:40])[F:41])[cH:19][n:20][c:21]3[F:22])[n:12][c:13]([CH3:15])[n:14]2)[CH2:24][c:25]2[cH:26][cH:27][c:28]([O:31][CH3:32])[cH:29][cH:30]2)[cH:33][cH:34]1. Starting materials: BrBr (bromine), O=C(CCCCN1C=NC=2N(C(N(C(C12)=O)C)=O)C)C (7-(5-keto-hexyl)-1,3-dimethylxanthine), [Na] (sodium). Run in O (water), CO (methanol). Run at time 30 minute. Product: BrCC(CCCCN1C=NC=2N(C(N(C(C12)=O)C)=O)C)=O (7-(6-Bromo-5-keto-hexyl)-1,3-dimethylxanthine). Yield: 40.0%. As a reaction SMILES: [Br:1]Br.[O:3]=[C:4]([CH3:22])[CH2:5][CH2:6][CH2:7][CH2:8][N:9]1[C:17]2[C:16](=[O:18])[N:15]([CH3:19])[C:14](=[O:20])[N:13]([CH3:21])[C:12]=2[N:11]=[CH:10]1.[Na]>CO.O>[Br:1][CH2:22][C:4](=[O:3])[CH2:5][CH2:6][CH2:7][CH2:8][N:9]1[C:17]2[C:16](=[O:18])[N:15]([CH3:19])[C:14](=[O:20])[N:13]([CH3:21])[C:12]=2[N:11]=[CH:10]1 |^1:22|. Procedure details: 9.7 Grams (0.06 moles) of bromine were added to a solution of 15 g (0.054 moles) of 7-(5-keto-hexyl)-1,3-dimethylxanthine in 100 ml of anhydrous methanol, at 10° C. with stirring. After 30 minutes at the same temperature, stirring was continued for 7 more hours at room temperature. The mixture was then concentrated under reduced pressure till a residual volume of 30 ml, diluted with 30 ml of water, added with 3 drops of 96% sulphuric acid and stirred for 4 hours at room temperature, to hydrolyze...